describe an organic reaction: reactants, conditions, products, and yield From a dataset of the Open Reaction Database (ORD), a public repository of structured organic reaction records. Reactants: [OH-].[Li+] (lithium hydroxide), solution, C(C)(C)(C)OC(=O)NCCC1=CC=C(C=C1)CC(=O)OC (methyl 4-(tertiarybutyloxy carbonylaminoethyl)-phenylacetate). Solvent: O1CCCC1 (tetrahydrofuran), O (water). Reaction conditions: time 16 hour. Yields the product C(C)(C)(C)OC(=O)NCCC1=CC=C(C=C1)CC(=O)O (4-Tertiary-butyloxycarbonylaminoethylphenylacetic acid). The yield is 96.3%. Reaction SMILES: [C:1]([O:5][C:6]([NH:8][CH2:9][CH2:10][C:11]1[CH:16]=[CH:15][C:14]([CH2:17][C:18]([O:20]C)=[O:19])=[CH:13][CH:12]=1)=[O:7])([CH3:4])([CH3:3])[CH3:2].[OH-].[Li+]>O1CCCC1.O>[C:1]([O:5][C:6]([NH:8][CH2:9][CH2:10][C:11]1[CH:16]=[CH:15][C:14]([CH2:17][C:18]([OH:20])=[O:19])=[CH:13][CH:12]=1)=[O:7])([CH3:4])([CH3:2])[CH3:3] |f:1.2|. Procedure details: To a solution of methyl 4-(tertiarybutyloxy carbonylaminoethyl)-phenylacetate (0.500 g, 1.71 mmol) in a mixture of tetrahydrofuran (20 ml) and water (10 ml) was added aqueous lithium hydroxide (3.8 ml of a 0.50M solution, 1.90 mmol) and the resulting mixture was stirred at room temperature for 16 h. The organic solvent was removed under vacuum and the residue was diluted with water (40 ml), acidified with concentrated hydrochloric acid and extracted with ethyl acetate (2×30 ml). The combined ext... Reactants: ClC1=C(C(OCC)=N)C=C(C=C1)Cl (ethyl 2,5-dichlorobenzimidate), FC(C1=C(C(=O)Cl)C=CC=C1)(F)F (o-trifluoromethyl-benzoyl chloride). Yields the product FC(C1=C(C(=O)N=C(C2=C(C=CC(=C2)Cl)Cl)OCC)C=CC=C1)(F)F (ethyl N-(o-trifluoromethyl-benzoyl)-2,5-dichlorobenzimidate). Reaction SMILES: [Cl:1][C:2]1[CH:12]=[CH:11][C:10]([Cl:13])=[CH:9][C:3]=1[C:4](=[NH:8])[O:5][CH2:6][CH3:7].[F:14][C:15]([F:26])([F:25])[C:16]1[CH:24]=[CH:23][CH:22]=[CH:21][C:17]=1[C:18](Cl)=[O:19]>>[F:14][C:15]([F:25])([F:26])[C:16]1[CH:24]=[CH:23][CH:22]=[CH:21][C:17]=1[C:18]([N:8]=[C:4]([O:5][CH2:6][CH3:7])[C:3]1[CH:9]=[C:10]([Cl:13])[CH:11]=[CH:12][C:2]=1[Cl:1])=[O:19]. Procedure details: starting from ethyl 2,5-dichlorobenzimidate and o-trifluoromethyl-benzoyl chloride there is obtained ethyl N-(o-trifluoromethyl-benzoyl)-2,5-dichlorobenzimidate and therefrom with methylhydrazine there is obtained 3-(2,5-dichlorophenyl)-1-methyl-5-(o-trifluoromethyl-phenyl)-1H-1,2,4-triazole, m.p. 60°-63° C.; The reactants are OC(C(=O)NC(CCCC=1C=NC=CC1)CC)C1=CC=CC=C1 (alpha-hydroxy-N-[1-ethyl-4-(3-pyridinyl)butyl]benzeneacetamide), CO (MeOH), C(C)[C@@H](CCCC=1C=NC=CC1)N ((S)-alpha-ethyl-3-pyridinebutanamine). Solvent: Cl (HCl), Cl (HCl). Yields the product C(C)[C@@H](CCCC1=NC=CC=C1)N ((S)-alpha-ethyl-pyridinebutanamine). Reaction SMILES: OC(C1C=CC=CC=1)C(NC(CC)CCC[C:10]1[CH:11]=[N:12][CH:13]=[CH:14][CH:15]=1)=O.[CH2:24]([C@H:26]([NH2:36])[CH2:27][CH2:28][CH2:29]C1C=NC=CC=1)[CH3:25].CO>Cl>[CH2:24]([C@H:26]([NH2:36])[CH2:27][CH2:28][CH2:29][C:11]1[CH:10]=[CH:15][CH:14]=[CH:13][N:12]=1)[CH3:25]. Reported procedure: As in Example 16, a solution of 31.2 g of [S-(R*,R*)]-alpha-hydroxy-N-[1-ethyl-4-(3-pyridinyl)butyl]benzeneacetamide in 175 ml of 6N HCl was treated with 16 mL of conc. HCl and then was heated at reflux for 42 hours. The normal work up furnished 16.4 g of (S)-alpha-ethyl-3-pyridinebutanamine, (bp 95°-98° C./0.1 mm; [α]D25 +11.75° (c, 1.0, MeOH). Reactants: C(C)OC([C@@H](NC(C)=O)CC(C)C)=O (N-acetylleucine ethyl ester), P12(=S)SP3(=S)SP(=S)(S1)SP(=S)(S2)S3 (phosphorus pentasulfide), [OH-].[K+] (potassium hydroxide). Run in C(Cl)(Cl)Cl (chloroform). The product is CC=1SC(=C(N1)CC(C)C)OCC (2-Methyl-4-isobutyl-5-Ethoxythiazole). RXN SMILES: [CH2:1]([O:3][C:4](=O)[C@H:5]([CH2:10][CH:11]([CH3:13])[CH3:12])[NH:6][C:7](=O)[CH3:8])[CH3:2].P12(SP3(SP(SP(S3)(S1)=S)(=S)S2)=S)=[S:16].[OH-].[K+]>C(Cl)(Cl)Cl>[CH3:8][C:7]1[S:16][C:4]([O:3][CH2:1][CH3:2])=[C:5]([CH2:10][CH:11]([CH3:13])[CH3:12])[N:6]=1 |f:2.3|. Procedure: A one liter three-neck flask equipped with a stirrer, condenser, and heating mantle is charged with 31.4 g (0.156 mole) of N-acetylleucine ethyl ester, 34.7 g (0.156 mole) of phosphorus pentasulfide, and 250 ml of chloroform, and the mixture is heated under reflux for 24 hours while care is taken to exclude moisture. The reaction mixture is then cooled and made basic with 10% aqueous potassium hydroxide. The reactants are CCOC(=O)CCc1c(F)cc(NS(=O)(=O)c2ccccc2[N+](=O)[O-])cc1F, CCOC(=O)N=NC(=O)OCC, C1CCOC1, CC(C)Oc1cc(CO)ccc1Cn1nc(-c2ccccc2)cc1-c1ccccc1, c1ccc(P(c2ccccc2)c2ccccc2)cc1. The product is CCOC(=O)CCc1c(F)cc(N(Cc2ccc(Cn3nc(-c4ccccc4)cc3-c3ccccc3)c(OC(C)C)c2)S(=O)(=O)c2ccccc2[N+](=O)[O-])cc1F. As a reaction SMILES: [F:1][c:2]1[c:3]([CH2:22][CH2:23][C:24](=[O:25])[O:26][CH2:27][CH3:28])[c:4]([F:21])[cH:5][c:6]([NH:8][S:9](=[O:10])(=[O:11])[c:12]2[c:13]([N+:18](=[O:19])[O-:20])[cH:14][cH:15][cH:16][cH:17]2)[cH:7]1.[O:78]=[C:79]([O:80][CH2:81][CH3:82])[N:83]=[N:84][C:85]([O:86][CH2:87][CH3:88])=[O:89].[O:90]1[CH2:91][CH2:92][CH2:93][CH2:94]1.[c:29]1(-[c:35]2[n:36][n:37]([CH2:46][c:47]3[c:48]([O:55][CH:56]([CH3:57])[CH3:58])[cH:49][c:50]([CH2:53][OH:54])[cH:51][cH:52]3)[c:38](-[c:40]3[cH:41][cH:42][cH:43][cH:44][cH:45]3)[cH:39]2)[cH:30][cH:31][cH:32][cH:33][cH:34]1.[c:59]1([P:60]([c:61]2[cH:62][cH:63][cH:64][cH:65][cH:66]2)[c:67]2[cH:68][cH:69][cH:70][cH:71][cH:72]2)[cH:73][cH:74][cH:75][cH:76][cH:77]1>>[F:1][c:2]1[c:3]([CH2:22][CH2:23][C:24](=[O:25])[O:26][CH2:27][CH3:28])[c:4]([F:21])[cH:5][c:6]([N:8]([S:9](=[O:10])(=[O:11])[c:12]2[c:13]([N+:18](=[O:19])[O-:20])[cH:14][cH:15][cH:16][cH:17]2)[CH2:53][c:50]2[cH:49][c:48]([O:55][CH:56]([CH3:57])[CH3:58])[c:47]([CH2:46][n:37]3[n:36][c:35](-[c:29]4[cH:30][cH:31][cH:32][cH:33][cH:34]4)[cH:39][c:38]3-[c:40]3[cH:41][cH:42][cH:43][cH:44][cH:45]3)[cH:52][cH:51]2)[cH:7]1. The reactants are C(O)([O-])=O.[Na+] (sodium hydrogen carbonate), COC1=CC=C2C=CC(N(C2=C1)CCCC1(CCNCC1)C(=O)OCC)=O (ethyl 4-(3-(7-methoxy-2-oxoquinolin-1(2H)-yl)propyl)piperidine-4-carboxylate), O1CCOC=2C=NC(=CC21)C=O (2,3-dihydro(1,4)dioxino(2,3-c)pyridine-7-carbaldehyde), C(C)(=O)O[BH-](OC(C)=O)OC(C)=O.[Na+] (sodium triacetoxyborohydride). Run in C(Cl)(Cl)Cl (chloroform), O (water), C(C)(=O)O (acetic acid), ClCCl (dichloromethane). Reaction conditions: time 1 hour. Yields the product O1CCOC=2C=NC(=CC21)CN2CCC(CC2)(C(=O)OCC)CCCN2C(C=CC1=CC=C(C=C21)OC)=O (ethyl 1-(2,3-dihydro(1,4)dioxino(2,3-c)pyridin-7-ylmethyl)-4-(3-(7-methoxy-2-oxoquinolin-1(2H)-yl)propyl)piperidine-4-carboxylate). The yield is 58.0%. As a reaction SMILES: [CH3:1][O:2][C:3]1[CH:12]=[C:11]2[C:6]([CH:7]=[CH:8][C:9](=[O:27])[N:10]2[CH2:13][CH2:14][CH2:15][C:16]2([C:22]([O:24][CH2:25][CH3:26])=[O:23])[CH2:21][CH2:20][NH:19][CH2:18][CH2:17]2)=[CH:5][CH:4]=1.[O:28]1[C:37]2[CH:36]=[C:35]([CH:38]=O)[N:34]=[CH:33][C:32]=2[O:31][CH2:30][CH2:29]1.C(O[BH-](OC(=O)C)OC(=O)C)(=O)C.[Na+].C(=O)([O-])O.[Na+]>C(Cl)(Cl)Cl.O.C(O)(=O)C.ClCCl>[O:28]1[C:37]2[CH:36]=[C:35]([CH2:38][N:19]3[CH2:20][CH2:21][C:16]([CH2:15][CH2:14][CH2:13][N:10]4[C:11]5[C:6](=[CH:5][CH:4]=[C:3]([O:2][CH3:1])[CH:12]=5)[CH:7]=[CH:8][C:9]4=[O:27])([C:22]([O:24][CH2:25][CH3:26])=[O:23])[CH2:17][CH2:18]3)[N:34]=[CH:33][C:32]=2[O:31][CH2:30][CH2:29]1 |f:2.3,4.5|. Procedure: To 2 mL of dichloromethane solution containing 80 mg of ethyl 4-(3-(7-methoxy-2-oxoquinolin-1(2H)-yl)propyl)piperidine-4-carboxylate, 41 mg of 2,3-dihydro(1,4)dioxino(2,3-c)pyridine-7-carbaldehyde and 14 μL of acetic acid were added at room temperature, 78 mg of sodium triacetoxyborohydride was added under ice-cooling, and stirred at room temperature for 1 hour. To the reaction mixture, water, chloroform and aqueous saturated sodium hydrogen carbonate solution were added. The organic layer was s...